From a dataset of the Open Reaction Database (ORD), a public repository of structured organic reaction records. describe an organic reaction: reactants, conditions, products, and yield Reactants: COC(C)(C)C, CC(C)=O, Cc1oc(-c2ccc3ccccc3c2)nc1CCl, [I-], [Na+]. Yields the product Cc1oc(-c2ccc3ccccc3c2)nc1CI. RXN SMILES: [CH3:21][O:22][C:23]([CH3:24])([CH3:25])[CH3:26].[CH3:27][C:28](=[O:29])[CH3:30].[Cl:1][CH2:2][c:3]1[n:4][c:5](-[c:9]2[cH:10][c:11]3[cH:12][cH:13][cH:14][cH:15][c:16]3[cH:17][cH:18]2)[o:6][c:7]1[CH3:8].[I-:20].[Na+:19]>>[CH2:2]([c:3]1[n:4][c:5](-[c:9]2[cH:10][c:11]3[cH:12][cH:13][cH:14][cH:15][c:16]3[cH:17][cH:18]2)[o:6][c:7]1[CH3:8])[I:20]. RXN SMILES: [CH2:13]([CH2:14][CH2:15][CH2:16][CH2:17][CH2:18][CH3:19])[NH2:20].[Cl:1][c:2]1[n:3][c:4]([Cl:12])[c:5]2[c:6]([n:7]1)[c:8]([CH3:11])[cH:9][s:10]2.[O:22]=[CH:23][N:24]([CH3:25])[CH3:26].[OH2:21]>>[Cl:1][c:2]1[n:3][c:4]([NH:20][CH2:13][CH2:14][CH2:15][CH2:16][CH2:17][CH2:18][CH3:19])[c:5]2[c:6]([n:7]1)[c:8]([CH3:11])[cH:9][s:10]2. Starting materials: CCCCCCCN, Cc1csc2c(Cl)nc(Cl)nc12, CN(C)C=O, O. The product is CCCCCCCNc1nc(Cl)nc2c(C)csc12. Reactants: C(C1=CC=CC=C1)OC(C(C(C)C)(NS(=O)(=O)C1=CC=C(C=C1)OC)CC(N(C)C)=O)=O (dimethylcarbamoylmethyl(4-methoxybenzenesulfonyl)amino-3-methylbutyric acid benzyl ester), [H][H] (hydrogen). The reagents and catalysts are [Pd] (palladium on activated carbon). Solvent: C(C)O (ethanol). The product is CN(C(=O)CC(C(=O)O)(C(C)C)NS(=O)(=O)C1=CC=C(C=C1)OC)C (dimethylcarbamoylmethyl(4-methoxybenzenesulfonyl)amino-3-methylbutyric acid). As a reaction SMILES: C([O:8][C:9](=[O:32])[C:10]([CH2:26][C:27](=[O:31])[N:28]([CH3:30])[CH3:29])([NH:14][S:15]([C:18]1[CH:23]=[CH:22][C:21]([O:24][CH3:25])=[CH:20][CH:19]=1)(=[O:17])=[O:16])[CH:11]([CH3:13])[CH3:12])C1C=CC=CC=1.[H][H]>C(O)C.[Pd]>[CH3:30][N:28]([CH3:29])[C:27]([CH2:26][C:10]([NH:14][S:15]([C:18]1[CH:23]=[CH:22][C:21]([O:24][CH3:25])=[CH:20][CH:19]=1)(=[O:17])=[O:16])([CH:11]([CH3:13])[CH3:12])[C:9]([OH:32])=[O:8])=[O:31]. Reported procedure: To a solution of dimethylcarbamoylmethyl(4-methoxybenzenesulfonyl)amino-3-methylbutyric acid benzyl ester (1.77 grams, 3.83 mmol) in ethanol (100 mL) was added 10% palladium on activated carbon (644 mg). The mixture was agitated under 3 atmospheres hydrogen in a Parr shaker for 1.5 hours. The catalyst was removed by filtration through nylon (pore size 0.45 μm) and the solvent was evaporated leaving dimethylcarbamoylmethyl(4-methoxybenzenesulfonyl)amino-3-methylbutyric acid as a white foam, 1.42 ... Starting materials: [BH4-], CC(=O)c1ccc(CNC(=O)c2cccnc2Oc2cccnc2)s1, ClCCl, [Na+], C1CCOC1. Product: CC(O)c1ccc(CNC(=O)c2cccnc2Oc2cccnc2)s1. Reaction SMILES: [BH4-:26].[C:1]([CH3:2])(=[O:3])[c:4]1[cH:5][cH:6][c:7]([CH2:9][NH:10][C:11]([c:12]2[c:13]([O:18][c:19]3[cH:20][n:21][cH:22][cH:23][cH:24]3)[n:14][cH:15][cH:16][cH:17]2)=[O:25])[s:8]1.[CH2:28]([Cl:29])[Cl:30].[Na+:27].[O:31]1[CH2:32][CH2:33][CH2:34][CH2:35]1>>[CH:1]([CH3:2])([OH:3])[c:4]1[cH:5][cH:6][c:7]([CH2:9][NH:10][C:11]([c:12]2[c:13]([O:18][c:19]3[cH:20][n:21][cH:22][cH:23][cH:24]3)[n:14][cH:15][cH:16][cH:17]2)=[O:25])[s:8]1. The reactants are BrC1=C(N=NC(=C1)C1=CC=CC=C1)N (4-bromo-6-phenylpyridazin-3-amine), ClCC(OCC)OCC (2-chloro-1,1-diethoxyethane), CC=1C=CC(=CC1)S(=O)(=O)O (PTSA). Solvent: C(C)(C)O (isopropanol). Product: BrC=1C=2N(N=C(C1)C1=CC=CC=C1)C=CN2 (8-bromo-6-phenylimidazo[1,2-b]pyridazine). Yield: 45.6%. Reaction SMILES: [Br:1][C:2]1[CH:7]=[C:6]([C:8]2[CH:13]=[CH:12][CH:11]=[CH:10][CH:9]=2)[N:5]=[N:4][C:3]=1[NH2:14].Cl[CH2:16][CH:17](OCC)OCC.CC1C=CC(S(O)(=O)=O)=CC=1>C(O)(C)C>[Br:1][C:2]1[C:3]2[N:4]([CH:16]=[CH:17][N:14]=2)[N:5]=[C:6]([C:8]2[CH:13]=[CH:12][CH:11]=[CH:10][CH:9]=2)[CH:7]=1. Procedure: A solution of 4-bromo-6-phenylpyridazin-3-amine (1.2 g, 4.8 mmol), 2-chloro-1,1-diethoxyethane (0.884 g, 5.74 mmol), PTSA (1.09 g, 5.74 mmol) in isopropanol (25 mL) was heated to 80° C. for 40 h. After cooling to room temperature, the solution was concentrated in vacuo. The resulting mixture was treated with a saturated aq. NaHCO3 solution (50 mL), extracted with dichloromethane (50 mL×3), dried over Na2SO4, filtered and concentrated. The residue was purified by chromatography (silica gel, 200-3...